describe an organic reaction: reactants, conditions, products, and yield From a dataset of the Open Reaction Database (ORD), a public repository of structured organic reaction records. Reactants: O=C([O-])[O-], COC(=O)Nc1cccc(OC(=O)Cl)c1, ClCCNc1ccccc1, Cl, [K+], [K+], O. Yields the product COC(=O)Nc1cccc(OC(=O)N(CCCl)c2ccccc2)c1. RXN SMILES: [C:16](=[O:17])([O-:18])[O-:19].[CH3:1][O:2][C:3](=[O:4])[NH:5][c:6]1[cH:7][c:8]([O:12][C:13](=[O:14])[Cl:15])[cH:9][cH:10][cH:11]1.[Cl:23][CH2:24][CH2:25][NH:26][c:27]1[cH:28][cH:29][cH:30][cH:31][cH:32]1.[ClH:22].[K+:20].[K+:21].[OH2:33]>>[CH3:1][O:2][C:3](=[O:4])[NH:5][c:6]1[cH:7][c:8]([O:12][C:13](=[O:14])[N:26]([CH2:25][CH2:24][Cl:23])[c:27]2[cH:28][cH:29][cH:30][cH:31][cH:32]2)[cH:9][cH:10][cH:11]1. Starting materials: C=CCc1cc2c(cc1O)C(C)(C)C(OC)O2, CC(=O)O, O. The product is C=CCc1cc2c(cc1O)C(C)(C)C(O)O2. As a reaction SMILES: [CH2:1]([CH:2]=[CH2:3])[c:4]1[cH:5][c:6]2[c:7]([cH:15][c:16]1[OH:17])[C:8]([CH3:13])([CH3:14])[CH:9]([O:11][CH3:12])[O:10]2.[CH3:18][C:19](=[O:20])[OH:21].[OH2:22]>>[CH2:1]([CH:2]=[CH2:3])[c:4]1[cH:5][c:6]2[c:7]([cH:15][c:16]1[OH:17])[C:8]([CH3:13])([CH3:14])[CH:9]([OH:11])[O:10]2. Reactants: O=C/C=C/C(=O)OCC (ethyl trans-4-oxo-2-butenoate), COC1=CC=C(C=C1)S(=O)(=O)N=C\C=C\C1=CC=CC=C1 (trans-N-(4-methoxybenzenesulfonyl)-3-phenyprop-2-ene-1-imine), hexanes i-PrOH. Run in C(Cl)(Cl)Cl (CHCl3), C(Cl)(Cl)Cl (CHCl3). Product: COC1=CC=C(C=C1)S(=O)(=O)N1C([C@H]([C@H](C=C1)C1=CC=CC=C1)CC(=O)OCC)=O (Ethyl 2-((3S,4S)-1-(4-methoxyphenylsulfonyl)-2-oxo-4-phenyl-1,2,3,4-tetrahydropyridin-3-yl)acetate). The yield is 90.0%. RXN SMILES: [O:1]=[CH:2]/[CH:3]=[CH:4]/[C:5]([O:7][CH2:8][CH3:9])=[O:6].[CH3:10][O:11][C:12]1[CH:17]=[CH:16][C:15]([S:18]([N:21]=[CH:22]/[CH:23]=[CH:24]/[C:25]2[CH:30]=[CH:29][CH:28]=[CH:27][CH:26]=2)(=[O:20])=[O:19])=[CH:14][CH:13]=1>C(Cl)(Cl)Cl>[CH3:10][O:11][C:12]1[CH:13]=[CH:14][C:15]([S:18]([N:21]2[CH:22]=[CH:23][C@H:24]([C:25]3[CH:30]=[CH:29][CH:28]=[CH:27][CH:26]=3)[C@H:3]([CH2:4][C:5]([O:7][CH2:8][CH3:9])=[O:6])[C:2]2=[O:1])(=[O:19])=[O:20])=[CH:16][CH:17]=1. Procedure details: The title compound was prepared according to the general procedure from ethyl trans-4-oxo-2-butenoate and trans-N-(4-methoxybenzenesulfonyl)-3-phenyprop-2-ene-1-imine using 10 mol % 9 as the catalyst in 90% yield as a white solid. [α]D20 (c 1.19, CHCl3)=+105.2; mp=111-113° C.; 1H NMR (400 MHz, CDCl3) δ 8.04 (dd, 2H, J=7.0, 2.1 Hz), 7.16-7.12 (m, 2H), 7.06-6.99 (m, 4H), 6.58 (dd, 2H, J=8.0, 1.1 Hz), 5.60 (dd, 1H, J=8.0, 6.5 Hz), 4.18-4.08 (m, 2H), 3.92 (s, 3H), 3.65 (t, 1H, J=6.9 Hz), 3.55-3.53 (...